From a dataset of the Open Reaction Database (ORD), a public repository of structured organic reaction records. describe an organic reaction: reactants, conditions, products, and yield The reactants are BrC=1C=CC(=C(C1)[C@]1(N=C(CS(C1)(=O)=O)N)C)F ((R)-5-(5-bromo-2-fluoro-phenyl)-5-methyl-1,1-dioxo-1,2,5,6-tetrahydro-1λ6-[1,4]thiazin-3-ylamine). The reagents and catalysts are [Pd] (Pd/C). The solvent is CO (methanol), N (ammonia), CO (methanol). Conditions: time 2 hour. The product is FC1=C(C=CC=C1)[C@]1(N=C(CS(C1)(=O)=O)N)C ((R)-5-(2-fluoro-phenyl)-5-methyl-1,1-dioxo-1,2,5,6-tetrahydro-1λ6-[1,4]thiazin-3-ylamine). The yield is 86.6%. As a reaction SMILES: Br[C:2]1[CH:3]=[CH:4][C:5]([F:18])=[C:6]([C@:8]2([CH3:17])[CH2:13][S:12](=[O:15])(=[O:14])[CH2:11][C:10]([NH2:16])=[N:9]2)[CH:7]=1>CO.N.[Pd]>[F:18][C:5]1[CH:4]=[CH:3][CH:2]=[CH:7][C:6]=1[C@:8]1([CH3:17])[CH2:13][S:12](=[O:14])(=[O:15])[CH2:11][C:10]([NH2:16])=[N:9]1. Procedure: To a solution of (R)-5-(5-bromo-2-fluoro-phenyl)-5-methyl-1,1-dioxo-1,2,5,6-tetrahydro-1λ6-[1,4]thiazin-3-ylamine (750 mg, 2.24 mmol, Eq: 1.00) in methanol (150 ml) and 7 M ammonia in methanol (959 μl, 6.71 mmol, Eq: 3) at room temperature added Pd/C (238 mg, 224 mmol, Eq: 0.1) and the mixture was hydrogenated at room temperature for 2 hours. Extracted with dichloromethane and some 25% ammonium hydroxide solution. Dried the organic layer over Na2SO4, filtered off and evaporated totally, dried in...